The task is: describe an organic reaction: reactants, conditions, products, and yield. This data is from the Open Reaction Database (ORD), a public repository of structured organic reaction records. Starting materials: [Cl-].[Cl-].C(CCCCCCC)[Al+2] (octyl aluminum dichloride), C(CCCCCCC)[Al](CCCCCCCC)CCCCCCCC (trioctyl aluminum), CCCCCC (hexane). Reaction SMILES: [Cl-:1].[Cl-].C([Al+2])CCCCCCC.[CH2:12]([Al:20](CCCCCCCC)[CH2:21][CH2:22][CH2:23][CH2:24][CH2:25][CH2:26][CH2:27][CH3:28])[CH2:13][CH2:14][CH2:15][CH2:16][CH2:17][CH2:18][CH3:19].CCCCCC>CCCCCC.CCCCCCC>[Cl-:1].[CH2:21]([Al+:20][CH2:12][CH2:13][CH2:14][CH2:15][CH2:16][CH2:17][CH2:18][CH3:19])[CH2:22][CH2:23][CH2:24][CH2:25][CH2:26][CH2:27][CH3:28] |f:0.1.2,5.6,7.8|. Solvent: CCCCCC.CCCCCCC (hexane heptane). The product is [Cl-].C(CCCCCCC)[Al+]CCCCCCCC (dioctyl aluminum chloride). Reported procedure: A 1 weight percent solution of dioctyl aluminum chloride in hexane/heptane was prepared by mixing octyl aluminum dichloride (2.11 g, 0.01 mol), a 25.3 weight percent solution of trioctyl aluminum (14.5 g, 0.01 mol) and hexane (561 g) together under an atmosphere of argon. Reactants: COc1ccc(-c2cc3c(Br)c(OC)ccc3o2)cc1, N#C[Cu], CN(C)C=O. The product is COc1ccc(-c2cc3c(C#N)c(OC)ccc3o2)cc1. Reaction SMILES: [Br:1][c:2]1[c:3]([O:19][CH3:20])[cH:4][cH:5][c:6]2[c:7]1[cH:8][c:9](-[c:11]1[cH:12][cH:13][c:14]([O:17][CH3:18])[cH:15][cH:16]1)[o:10]2.[Cu:21][C:22]#[N:23].[O:24]=[CH:25][N:26]([CH3:27])[CH3:28]>>[c:2]1([C:22]#[N:23])[c:3]([O:19][CH3:20])[cH:4][cH:5][c:6]2[c:7]1[cH:8][c:9](-[c:11]1[cH:12][cH:13][c:14]([O:17][CH3:18])[cH:15][cH:16]1)[o:10]2. Starting materials: BrC1CCCCC1 (Bromocyclohexane), O=CC1=CC(OC)=C(O)C=C1 (vanillin), C([O-])([O-])=O.[K+].[K+] (potassium carbonate), [I-].[Na+] (sodium iodide). Run in CCO (EtOH). Run at time 64 hour. Product: C1(CCCCC1)OC1=C(C=C(C=O)C=C1)OC (4-cyclohexyloxy-3-methoxybenzaldehyde). Yield: 36.2%. Reaction SMILES: Br[CH:2]1[CH2:7][CH2:6][CH2:5][CH2:4][CH2:3]1.[O:8]=[CH:9][C:10]1[CH:18]=[CH:17][C:15]([OH:16])=[C:12]([O:13][CH3:14])[CH:11]=1.C(=O)([O-])[O-].[K+].[K+].[I-].[Na+]>CCO>[CH:2]1([O:16][C:15]2[CH:17]=[CH:18][C:10]([CH:9]=[O:8])=[CH:11][C:12]=2[O:13][CH3:14])[CH2:7][CH2:6][CH2:5][CH2:4][CH2:3]1 |f:2.3.4,5.6|. Reported procedure: Bromocyclohexane (8.0 mL, 66 mmol) was added to a suspension of vanillin (5.0 g, 33 mmol), potassium carbonate (13.6 g, 99 mmol) and sodium iodide (0.49 g, 3.3 mmol) in EtOH (75 mL) and treated according to Procedure 3 for 64 h. The crude product was purified by flash chromatography with 10-15% EtOAc/petrol as eluent to give 4-cyclohexyloxy-3-methoxybenzaldehyde (2.8 g, 37%) as a pale yellow oil; δH (400 MHz, CDCl3) 1.27-1.43 (m, 4H, CH2), 1.56 (m, 2H, CH2), 1.85 (m, 2H, CH2), 2.06 (m, 2H, CH2),... Reactants: CCO, COc1ccc2c(c1)CC(COS(=O)(=O)c1ccc(C)cc1)CC2, [N-]=[N+]=[N-], [Na+], O. The product is COc1ccc2c(c1)CC(CN=[N+]=[N-])CC2. As a reaction SMILES: [CH3:30][CH2:31][OH:32].[CH3:5][O:6][c:7]1[cH:8][cH:9][c:10]2[c:15]([cH:16]1)[CH2:14][CH:13]([CH2:17][O:18][S:19]([c:20]1[cH:21][cH:22][c:23]([CH3:24])[cH:25][cH:26]1)(=[O:27])=[O:28])[CH2:12][CH2:11]2.[N-:2]=[N+:3]=[N-:4].[Na+:1].[OH2:29]>>[N:2](=[N+:3]=[N-:4])[CH2:17][CH:13]1[CH2:12][CH2:11][c:10]2[cH:9][cH:8][c:7]([O:6][CH3:5])[cH:16][c:15]2[CH2:14]1. Reactants: [OH-].[Na+] (sodium hydroxide), CC(C)(C)C=1C=C(OCC2=NNC(S2)=S)C=C(C1O)C(C)(C)C (5-[[3,5-bis(1,1-dimethylethyl)-4-hydroxyphenoxy]-methyl]-1,3,4-thiadiazole-2(3H)-thione), IC (iodomethane). The solvent is CO (methanol). Run at time 30 minute. The product is CC(C)(C)C1=C(C(=CC(=C1)OCC=1SC(=NN1)SC)C(C)(C)C)O (2,6-Bis(1,1-dimethylethyl)-4-[(5-methylthio-1,3,4-thiadiazol-2-yl)methoxy]phenol). As a reaction SMILES: [OH-].[Na+].[CH3:3][C:4]([C:7]1[CH:8]=[C:9]([CH:18]=[C:19]([C:22]([CH3:25])([CH3:24])[CH3:23])[C:20]=1[OH:21])[O:10][CH2:11][C:12]1[S:16][C:15](=[S:17])[NH:14][N:13]=1)([CH3:6])[CH3:5].I[CH3:27]>CO>[CH3:23][C:22]([C:19]1[CH:18]=[C:9]([O:10][CH2:11][C:12]2[S:16][C:15]([S:17][CH3:27])=[N:14][N:13]=2)[CH:8]=[C:7]([C:4]([CH3:3])([CH3:5])[CH3:6])[C:20]=1[OH:21])([CH3:25])[CH3:24] |f:0.1|. Reported procedure: A solution of 1N sodium hydroxide (1.05 mL, 1.05 mmol) is added over 5 minutes to a solution of 5-[[3,5-bis(1,1-dimethylethyl)-4-hydroxyphenoxy]-methyl]-1,3,4-thiadiazole-2(3H)-thione (0.37 g, 1.05 mmol) and iodomethane (0.26 mL, 4.20 mmol) in methanol (10 mL). The reaction is stirred for 30 minutes, then the pink precipitate is filtered and washed with methanol/water. A second crop is collected, and the combined precipitate is (71%) of pink platelets which are 2,6-bis(1,1-dimethylethyl)-4-[(5-m... Starting materials: anhydride, C1(CC1)N1C2=C(NC(C3=C1N=CC=C3)=O)C(=CC=N2)C (11-cyclopropyl-5,11-dihydro-4-methyl-6H-dipyrido[3,2-b:2',3'-e][1,4]diazepin-6-one), C(C)(C)N(CC)C(C)C (diisopropylethylamine). Run in C(Cl)Cl (methylene chloride). Run at time 1 hour. Product: C(#N)C=1C2=C(N(C3=C(N1)C(=CC=N3)C)C3CC3)N=CC=C2 (6-Cyano-11-cyclopropyl-4-methyl-11H-dipyrido[3,2-b:2',3'-e][1,4]diazepine). Isolated yield 70.8%. Reaction SMILES: [CH:1]1([N:4]2[C:10]3[N:11]=[CH:12][CH:13]=[CH:14][C:9]=3[C:8](=O)[NH:7][C:6]3[C:16]([CH3:20])=[CH:17][CH:18]=[N:19][C:5]2=3)[CH2:3][CH2:2]1.[CH:21]([N:24](C(C)C)CC)(C)C>C(Cl)Cl>[C:21]([C:8]1[C:9]2[CH:14]=[CH:13][CH:12]=[N:11][C:10]=2[N:4]([CH:1]2[CH2:3][CH2:2]2)[C:5]2[N:19]=[CH:18][CH:17]=[C:16]([CH3:20])[C:6]=2[N:7]=1)#[N:24]. Procedure: Trifluoromethanesulfonie anhydride (5.02 g, 17.8 mmole) was added dropwise to a cooled mixture of 3.00 g (11.3 mmole) of 11-cyclopropyl-5,11-dihydro-4-methyl-6H-dipyrido[3,2-b:2',3'-e][1,4]diazepin-6-one, 2.32 g (18.0 mmole) of diisopropylethylamine, and 45 mL of methylene chloride. After the addition was complete, the ice bath was removed and the mixture was stirred for one hour. Ethyl acetate (500 mL) was added and the resulting solution was washed with three 100 mL portions of water. The orga... Reactants: N1C(=CC=C1)C=O (1H-pyrrole-2-carbaldehyde), N1CCOCC1 (morpholine), C(C)(=O)O[BH-](OC(C)=O)OC(C)=O.[Na+] (sodium triacetoxyborohydride). Solvent: CCOC(=O)C (EtOAc), C(Cl)Cl (CH2Cl2). Conditions: time 4 hour. Product: N1C(=CC=C1)CN1CCOCC1 (4-((1H-Pyrrol-2-yl)methyl)morpholine). Yield: 60.7%. Reaction SMILES: [NH:1]1[CH:5]=[CH:4][CH:3]=[C:2]1[CH:6]=O.[NH:8]1[CH2:13][CH2:12][O:11][CH2:10][CH2:9]1.C(O[BH-](OC(=O)C)OC(=O)C)(=O)C.[Na+]>C(Cl)Cl.CCOC(C)=O>[NH:1]1[CH:5]=[CH:4][CH:3]=[C:2]1[CH2:6][N:8]1[CH2:13][CH2:12][O:11][CH2:10][CH2:9]1 |f:2.3|. Procedure details: To a solution of 1H-pyrrole-2-carbaldehyde (5.0 g, 52.5 mmol) and morpholine (5.0 mL, 57.8 mmol) in CH2Cl2 (160 mL) was added sodium triacetoxyborohydride (12.2 g, 57.8 mmol). The mixture was stirred at room temperature for 4 hours. The reaction mixture was diluted with EtOAc (200 mL). The organic phase was washed with aqueous NaHCO3 and brine then dried (MgSO4), filtered and concentrated to dryness. The residue was purified by column chromatography (silica, 0-10% MeOH in CH2Cl2) to afford the s... Reactants: ClC1=C(C#N)C=CC(=C1)OC1=CC(=C(C=C1)C(C(=O)C=1C=C2C(=CC(=NC2=CC1)OC(C)C)C(F)(F)F)C)Cl (2-chloro-4-{3-chloro-4-[2-(2-isopropoxy-4-trifluoromethyl-quinolin-6-yl)-1-methyl-2-oxo-ethyl]-phenoxy}-benzonitrile), FC(F)(F)[Si](C)(C)C ((trifluoromethyl)trimethylsilane), [F-].C[N+](C)(C)C (tetramethylammonium fluoride). The product is ClC1=C(C#N)C=CC(=C1)OC1=CC(=C(C=C1)C(C(C(F)(F)F)(C=1C=C2C(=CC(=NC2=CC1)OC(C)C)C(F)(F)F)O)C)Cl (2-Chloro-4-{3-chloro-4-[3,3,3-trifluoro-2-hydroxy-2-(2-isopropoxy-4-trifluoromethyl-quinolin-6-yl)-1-methyl-propyl]-phenoxy}-benzonitrile). As a reaction SMILES: [Cl:1][C:2]1[CH:9]=[C:8]([O:10][C:11]2[CH:16]=[CH:15][C:14]([CH:17]([CH3:38])[C:18]([C:20]3[CH:21]=[C:22]4[C:27](=[CH:28][CH:29]=3)[N:26]=[C:25]([O:30][CH:31]([CH3:33])[CH3:32])[CH:24]=[C:23]4[C:34]([F:37])([F:36])[F:35])=[O:19])=[C:13]([Cl:39])[CH:12]=2)[CH:7]=[CH:6][C:3]=1[C:4]#[N:5].[F:40][C:41]([Si](C)(C)C)([F:43])[F:42].[F-].C[N+](C)(C)C>>[Cl:1][C:2]1[CH:9]=[C:8]([O:10][C:11]2[CH:16]=[CH:15][C:14]([CH:17]([CH3:38])[C:18]([OH:19])([C:20]3[CH:21]=[C:22]4[C:27](=[CH:28][CH:29]=3)[N:26]=[C:25]([O:30][CH:31]([CH3:33])[CH3:32])[CH:24]=[C:23]4[C:34]([F:35])([F:37])[F:36])[C:41]([F:43])([F:42])[F:40])=[C:13]([Cl:39])[CH:12]=2)[CH:7]=[CH:6][C:3]=1[C:4]#[N:5] |f:2.3|. Reported procedure: In analogy to Example 1, step 3, 2-chloro-4-{3-chloro-4-[2-(2-isopropoxy-4-trifluoromethyl-quinolin-6-yl)-1-methyl-2-oxo-ethyl]-phenoxy}-benzonitrile was reacted with (trifluoromethyl)trimethylsilane and tetramethylammonium fluoride to give the title compound as an off-white gum. MS (m/e, ISP neg. ion)=641.1 [M−H+].